Dataset: the Open Reaction Database (ORD), a public repository of structured organic reaction records. Task: describe an organic reaction: reactants, conditions, products, and yield The reactants are C(C)(=O)NC1=C(C=C(C=C1)SC#N)[N+](=O)[O-] (1-acetamido-2-nitro-4-thiocyanatobenzene), C(CCC)O (n-butanol), C(CCC)Br (n-butyl bromide), [OH-].[K+] (potassium hydroxide). Solvent: O (water), C(Cl)(Cl)Cl (chloroform). Reaction conditions: time 8 hour. Product: NC1=C(C=C(C=C1)SCCCC)[N+](=O)[O-] (1-Amino-2-nitro-4-n-butylthiobenzene). As a reaction SMILES: C([NH:4][C:5]1[CH:10]=[CH:9][C:8]([S:11][C:12]#N)=[CH:7][C:6]=1[N+:14]([O-:16])=[O:15])(=O)C.[CH2:17](Br)[CH2:18][CH2:19]C.[OH-].[K+].C(O)CCC>O.C(Cl)(Cl)Cl>[NH2:4][C:5]1[CH:10]=[CH:9][C:8]([S:11][CH2:12][CH2:17][CH2:18][CH3:19])=[CH:7][C:6]=1[N+:14]([O-:16])=[O:15] |f:2.3|. Procedure details: 5 G. of 1-acetamido-2-nitro-4-thiocyanatobenzene and 2.8 ml. of n-butyl bromide are added to a solution of 4.8 g. of potassium hydroxide in 70 ml. of n-butanol. The mixture is left overnight at room temperature, then diluted with water. 1-Amino-2-nitro-4-n-butylthiobenzene is isolated by extraction with chloroform. Reaction conditions: time 16 hour. Yields the product C(C)(C)(C)OC(=O)N1[C@@H](CC1)COS(=O)(=O)C=1C(=CC=CC1)C ((S)-1-t-butyloxycarbonyl-2-toluensulfonyloxymethylazetidine). Starting materials: C(C)(C)(C)OC(=O)N1[C@@H](CC1)CO ((2S)-1-t-butyloxycarbonyl-2-azetidinemethanol), C1(=CC=C(C=C1)S(=O)(=O)Cl)C (p-toluenesulfonyl chloride), N1=CC=CC=C1 (pyridine). As a reaction SMILES: [C:1]([O:5][C:6]([N:8]1[CH2:11][CH2:10][C@H:9]1[CH2:12][OH:13])=[O:7])([CH3:4])([CH3:3])[CH3:2].[C:14]1(C)[CH:19]=[CH:18][C:17]([S:20](Cl)(=[O:22])=[O:21])=[CH:16][CH:15]=1.N1C=CC=C[CH:26]=1>C(Cl)Cl>[C:1]([O:5][C:6]([N:8]1[CH2:11][CH2:10][C@H:9]1[CH2:12][O:13][S:20]([C:17]1[C:18]([CH3:26])=[CH:19][CH:14]=[CH:15][CH:16]=1)(=[O:21])=[O:22])=[O:7])([CH3:4])([CH3:3])[CH3:2]. Solvent: C(Cl)Cl (CH2Cl2). Reported procedure: A solution of (2S)-1-t-butyloxycarbonyl-2-azetidinemethanol (22.6 g, 0.121 mol) in 40 mL of pyridine was treated with p-toluenesulfonyl chloride (27.6 g, 0.145 mol). The resulting mixture was stirred at room temperature for 16 hours, diluted with CH2Cl2 and washed sequentially with 1 N aqueous HCl, H2O, saturated aqueous K2CO3, and brine. The organic phase was dried (Na2SO4) and concentrated. Purification by chromatography (silica gel; Hexane/EtOAc, 80:20) afforded 32.8 g of a white solid which ... Starting materials: BrC1=CC=C(C=C1)[C@H](C)N1C(O[C@](CC1)(C1=CC=CC=C1)CC(C)(C)O)=O (3-[(S)-1-(4-bromo-phenyl)-ethyl]-(S)-6-(2-hydroxy-2-methyl-propyl)-6-phenyl-[1,3]oxazinan-2-one), CC=1N=CSC1C (4,5-dimethyl-thiazole). The product is CC=1N=C(SC1C)C1=CC=C(C=C1)C(C)N1C(O[C@](CC1)(C1=CC=CC=C1)CC(C)(C)O)=O ((S)-3-{1-[4-(4,5-Dimethyl-thiazol-2-yl)-phenyl]-ethyl}-6-(2-hydroxy-2-methyl-propyl)-6-phenyl-[1,3]oxazinan-2-one). Reaction SMILES: Br[C:2]1[CH:7]=[CH:6][C:5]([C@@H:8]([N:10]2[CH2:15][CH2:14][C@:13]([CH2:22][C:23]([OH:26])([CH3:25])[CH3:24])([C:16]3[CH:21]=[CH:20][CH:19]=[CH:18][CH:17]=3)[O:12][C:11]2=[O:27])[CH3:9])=[CH:4][CH:3]=1.[CH3:28][C:29]1[N:30]=[CH:31][S:32][C:33]=1[CH3:34]>>[CH3:28][C:29]1[N:30]=[C:31]([C:2]2[CH:7]=[CH:6][C:5]([CH:8]([N:10]3[CH2:15][CH2:14][C@:13]([CH2:22][C:23]([OH:26])([CH3:24])[CH3:25])([C:16]4[CH:17]=[CH:18][CH:19]=[CH:20][CH:21]=4)[O:12][C:11]3=[O:27])[CH3:9])=[CH:4][CH:3]=2)[S:32][C:33]=1[CH3:34]. Procedure: The title compound was prepared from 3-[(S)-1-(4-bromo-phenyl)-ethyl]-(S)-6-(2-hydroxy-2-methyl-propyl)-6-phenyl-[1,3]oxazinan-2-one and 4,5-dimethyl-thiazole following a procedure analogous to that described in Example 180. Mass spectrum (ESI+): m/z=465 [M+H]+. Reactants: CN1CCC(C(O)c2ccc(Br)cc2)C1, CCN(CC)S(F)(F)F, ClCCl. As a reaction SMILES: [Br:1][c:2]1[cH:3][cH:4][c:5]([CH:8]([OH:9])[CH:10]2[CH2:11][N:12]([CH3:15])[CH2:13][CH2:14]2)[cH:6][cH:7]1.[CH2:16]([N:17]([S:18]([F:19])([F:20])[F:22])[CH2:21][CH3:23])[CH3:24].[Cl:25][CH2:26][Cl:27]>>[Br:1][c:2]1[cH:3][cH:4][c:5]([CH:8]([CH:10]2[CH2:11][N:12]([CH3:15])[CH2:13][CH2:14]2)[F:22])[cH:6][cH:7]1. Product: CN1CCC(C(F)c2ccc(Br)cc2)C1. Reactants: Cl.CCOC(=O)C (HCl EtOAc), C(#N)C=1C=C2CCN(C(C2=CC1)C1CCCCC1)C(=O)OC(C)(C)C (tert-butyl 6-cyano-1-cyclohexyl-3,4-dihydroisoquinoline-2(1H)-carboxylate). Run in CCOC(=O)C (EtOAc), C(C)OCC (diethyl ether). Run at time 1 hour. Product: Cl.C1(CCCCC1)C1NCCC2=CC(=CC=C12)C#N (1-cyclohexyl-1,2,3,4-tetrahydroisoquinoline-6-carbonitrile hydrochloride). As a reaction SMILES: [ClH:1].CCOC(C)=O.[C:8]([C:10]1[CH:11]=[C:12]2[C:17](=[CH:18][CH:19]=1)[CH:16]([CH:20]1[CH2:25][CH2:24][CH2:23][CH2:22][CH2:21]1)[N:15](C(OC(C)(C)C)=O)[CH2:14][CH2:13]2)#[N:9]>CCOC(C)=O.C(OCC)C>[ClH:1].[CH:20]1([CH:16]2[C:17]3[C:12](=[CH:11][C:10]([C:8]#[N:9])=[CH:19][CH:18]=3)[CH2:13][CH2:14][NH:15]2)[CH2:21][CH2:22][CH2:23][CH2:24][CH2:25]1 |f:0.1,5.6|. Procedure details: 4 M HCl/EtOAc (2 mL) was added to a solution of tert-butyl 6-cyano-1-cyclohexyl-3,4-dihydroisoquinoline-2(1H)-carboxylate (361 mg) in EtOAc (1 mL). The mixture was stirred at room temperature for 1 hour. The reaction mixture together with the precipitated crystal was diluted with diethyl ether (5 mL). The crystal was collected by filtration, washed with diethyl ether, and dried in air to obtain 1-cyclohexyl-1,2,3,4-tetrahydroisoquinoline-6-carbonitrile hydrochloride (259 mg). Reactants: C=O, COc1ccccc1CNCC(O)c1ccc(OC)c(OC)c1, O=CO. The product is COc1ccccc1CN(C)CC(O)c1ccc(OC)c(OC)c1. Reaction SMILES: [CH2:24]=[O:25].[CH3:1][O:2][c:3]1[c:4]([CH2:5][NH:6][CH2:7][CH:8]([OH:9])[c:10]2[cH:11][c:12]([O:18][CH3:19])[c:13]([O:16][CH3:17])[cH:14][cH:15]2)[cH:20][cH:21][cH:22][cH:23]1.[CH:26]([OH:27])=[O:28]>>[CH3:1][O:2][c:3]1[c:4]([CH2:5][N:6]([CH2:7][CH:8]([OH:9])[c:10]2[cH:11][c:12]([O:18][CH3:19])[c:13]([O:16][CH3:17])[cH:14][cH:15]2)[CH3:24])[cH:20][cH:21][cH:22][cH:23]1. Reactants: ClC=1OC(=CN1)C1=CC=CC(=N1)NC1=NC=CC(=C1)C ([6-(2-chloro-oxazol-5-yl)-pyridin-2-yl]-(4-methyl-pyridin-2-yl)-amine), C(CCC)[Sn](C1=NC=CC=C1)(CCCC)CCCC (2-tri-n-butylstannyl pyridine). Reagents/catalysts: C=1C=CC(=CC1)[P](C=2C=CC=CC2)(C=3C=CC=CC3)[Pd]([P](C=4C=CC=CC4)(C=5C=CC=CC5)C=6C=CC=CC6)([P](C=7C=CC=CC7)(C=8C=CC=CC8)C=9C=CC=CC9)[P](C=1C=CC=CC1)(C=1C=CC=CC1)C=1C=CC=CC1 (Pd(PPh3)4). The solvent is C1(=CC=CC=C1)C (toluene). The product is CC1=CC(=NC=C1)NC1=NC(=CC=C1)C1=CN=C(O1)C1=NC=CC=C1 ((4-Methyl-pyridin-2-yl)-[6-(2-pyridin-2-yl-oxazol-5-yl)-pyridin-2-yl]-amine). Yield: 31.8%. As a reaction SMILES: Cl[C:2]1[O:3][C:4]([C:7]2[N:12]=[C:11]([NH:13][C:14]3[CH:19]=[C:18]([CH3:20])[CH:17]=[CH:16][N:15]=3)[CH:10]=[CH:9][CH:8]=2)=[CH:5][N:6]=1.C([Sn](CCCC)(CCCC)[C:26]1[CH:31]=[CH:30][CH:29]=[CH:28][N:27]=1)CCC>C1(C)C=CC=CC=1.C1C=CC([P]([Pd]([P](C2C=CC=CC=2)(C2C=CC=CC=2)C2C=CC=CC=2)([P](C2C=CC=CC=2)(C2C=CC=CC=2)C2C=CC=CC=2)[P](C2C=CC=CC=2)(C2C=CC=CC=2)C2C=CC=CC=2)(C2C=CC=CC=2)C2C=CC=CC=2)=CC=1>[CH3:20][C:18]1[CH:17]=[CH:16][N:15]=[C:14]([NH:13][C:11]2[CH:10]=[CH:9][CH:8]=[C:7]([C:4]3[O:3][C:2]([C:26]4[CH:31]=[CH:30][CH:29]=[CH:28][N:27]=4)=[N:6][CH:5]=3)[N:12]=2)[CH:19]=1 |^1:50,52,71,90|. Procedure: A mixture of [6-(2-chloro-oxazol-5-yl)-pyridin-2-yl]-(4-methyl-pyridin-2-yl)-amine (44 mg, 0.153 mmol), 2-tri-n-butylstannyl pyridine (68 mg, 0.184 mmol) and Pd(PPh3)4 (18 mg, 0.016 mmol) in toluene (4 ml) was heated to reflux for 18 h and then concentrated in vacuo. The residue was purified by column chromatography on SiO2 eluting with 5% EtOH in DCM to afford the title compound as a pale orange solid (16 mg, 31%). 1H NMR (300 MHz, DMSO-d6): δ=9.85 (s, 1H), 8.76 (d, J=5.0 Hz, 1H), 8.21 (d, J=7.... Reaction SMILES: [CH2:1]([c:2]1[cH:3][cH:4][cH:5][cH:6][cH:7]1)[O:8][C:9]([CH:10]([C:11](=[O:12])[O:13][CH2:14][c:15]1[cH:16][cH:17][cH:18][cH:19][cH:20]1)[c:21]1[n:22][cH:23][c:24]([NH2:27])[cH:25][cH:26]1)=[O:28].[Cl:29][c:30]1[c:31]([S:37](=[O:38])(=[O:39])[Cl:40])[c:32]([CH3:36])[n:33][n:34]1[CH3:35].[ClH:41].[cH:42]1[cH:43][cH:44][n:45][cH:46][cH:47]1>>[CH2:1]([c:2]1[cH:3][cH:4][cH:5][cH:6][cH:7]1)[O:8][C:9]([CH:10]([C:11](=[O:12])[O:13][CH2:14][c:15]1[cH:16][cH:17][cH:18][cH:19][cH:20]1)[c:21]1[n:22][cH:23][c:24]([NH:27][S:37]([c:31]2[c:30]([Cl:29])[n:34]([CH3:35])[n:33][c:32]2[CH3:36])(=[O:38])=[O:39])[cH:25][cH:26]1)=[O:28]. The reactants are Nc1ccc(C(C(=O)OCc2ccccc2)C(=O)OCc2ccccc2)nc1, Cc1nn(C)c(Cl)c1S(=O)(=O)Cl, Cl, c1ccncc1. The product is Cc1nn(C)c(Cl)c1S(=O)(=O)Nc1ccc(C(C(=O)OCc2ccccc2)C(=O)OCc2ccccc2)nc1.